This data is from the Open Reaction Database (ORD), a public repository of structured organic reaction records. The task is: describe an organic reaction: reactants, conditions, products, and yield Reaction SMILES: [F:1][C:2]1[CH:7]=[CH:6][C:5]([C:8]2[CH:23]=[CH:22][C:11]([CH:12]=[C:13]3[C:18](=[O:19])[CH:17]4[CH2:20][CH2:21][N:14]3[CH2:15][CH2:16]4)=[CH:10][CH:9]=2)=[CH:4][CH:3]=1>C(OCC)(=O)C.[Pd]>[F:1][C:2]1[CH:7]=[CH:6][C:5]([C:8]2[CH:9]=[CH:10][C:11]([CH2:12][CH:13]3[C:18](=[O:19])[CH:17]4[CH2:20][CH2:21][N:14]3[CH2:15][CH2:16]4)=[CH:22][CH:23]=2)=[CH:4][CH:3]=1. Run in C(C)(=O)OCC (ethyl acetate). Procedure: A solution of 2-[4-(4-fluorophenyl)benzylidene]quinuclidin-3-one (1.3 g) in ethyl acetate (40 ml) was hydrogenated at atmospheric pressure for 4 hours over a catalyst of 10% palladium on carbon. The catalyst was removed by filtration and the filtrate evaporated. The residue was purified by medium pressure chromatography on silica gel using ethyl acetate as eluant to give 2-[4-(4-fluorophenyl)benzyl]quinuclidin-3-one as a colourless solid (38% yield), m.p. 122°-123° C., microanalysis, found: C, 7... The product is FC1=CC=C(C=C1)C1=CC=C(CC2N3CCC(C2=O)CC3)C=C1 (2-[4-(4-fluorophenyl)benzyl]quinuclidin-3-one). Reagents/catalysts: [Pd] (palladium on carbon). Reactants: FC1=CC=C(C=C1)C1=CC=C(C=C2N3CCC(C2=O)CC3)C=C1 (2-[4-(4-fluorophenyl)benzylidene]quinuclidin-3-one). Isolated yield 38.0%. Starting materials: C1(CC1)C(=N[S@](=O)C(C)(C)C)C1CC1 ((R)—N-(dicyclopropylmethylidene)-2-methylpropane-2-sulfinamide), C(C)(=O)O (acetic acid), C(C)(C)[N-]C(C)C.[Li+] (lithium diisopropylamide), CC=1C=C(C=C(C1)C1=CN=CS1)NC1=NC=CC(=N1)C(F)(F)F (N-[3-methyl-5-(1,3-thiazol-5-yl)phenyl]-4-(trifluoromethyl)pyrimidin-2-amine), CC=1C=C(C=C(C1)C1=CN=CS1)NC1=NC=CC(=N1)C(F)(F)F (N-[3-methyl-5-(1,3-thiazol-5-yl)phenyl]-4-(trifluoromethyl)pyrimidin-2-amine). The solvent is O1CCCC1 (tetrahydrofuran), O1CCCC1 (tetrahydrofuran), O1CCCC1 (tetrahydrofuran). Reaction conditions: time 40 minute. Product: C1(CC1)C(N[S@](=O)C(C)(C)C)(C=1SC(=CN1)C1=CC(=CC(=C1)NC1=NC=CC(=N1)C(F)(F)F)C)C1CC1 ((R)—N-{dicyclopropyl[5-(3-methyl-5-{[4-(trifluoromethyl)pyrimidin-2-yl]amino}phenyl)-1,3-thiazol-2-yl]methyl}-2-methylpropane-2-sulfinamide). The yield is 76.3%. RXN SMILES: C([N-]C(C)C)(C)C.[Li+].[CH3:9][C:10]1[CH:11]=[C:12]([NH:21][C:22]2[N:27]=[C:26]([C:28]([F:31])([F:30])[F:29])[CH:25]=[CH:24][N:23]=2)[CH:13]=[C:14]([C:16]2[S:20][CH:19]=[N:18][CH:17]=2)[CH:15]=1.[CH:32]1([C:35]([CH:43]2[CH2:45][CH2:44]2)=[N:36][S@@:37]([C:39]([CH3:42])([CH3:41])[CH3:40])=[O:38])[CH2:34][CH2:33]1.C(O)(=O)C>O1CCCC1>[CH:43]1([C:35]([CH:32]2[CH2:34][CH2:33]2)([C:19]2[S:20][C:16]([C:14]3[CH:13]=[C:12]([NH:21][C:22]4[N:27]=[C:26]([C:28]([F:29])([F:31])[F:30])[CH:25]=[CH:24][N:23]=4)[CH:11]=[C:10]([CH3:9])[CH:15]=3)=[CH:17][N:18]=2)[NH:36][S@@:37]([C:39]([CH3:41])([CH3:42])[CH3:40])=[O:38])[CH2:45][CH2:44]1 |f:0.1|. Reported procedure: To a solution of lithium diisopropylamide (1.8 M, 2.12 mL, 3.81 mmol) in tetrahydrofuran (5 mL) at −78° C. was added a solution of N-[3-methyl-5-(1,3-thiazol-5-yl)phenyl]-4-(trifluoromethyl)pyrimidin-2-amine (INTERMEDIATE 24, 564 mg, 1.68 mmol) in tetrahydrofuran (5 mL) over 8 minutes. After 40 minutes, a solution of (R)—N-(dicyclopropylmethylidene)-2-methylpropane-2-sulfinamide (0.325 g, 1.52 mmol) in tetrahydrofuran (4 mL) was added all at once. After 90 minutes, acetic acid (0.275 mL) was add... The reactants are TEA, FC1(C#CCCCCC1)CC1=CC=C(C(=O)O)C=C1 (4-(1-Fluoro-cyclooct-2-ynylmethyl)benzoic acid), FC(C(=O)[O-])(F)F.O=C1N(C(C=C1)=O)CCC[NH3+] (3-(2,5-Dioxo-2,5-dihydro-pyrrol-1-yl)-propylammonium trifluoroacetate), O-(7-Azabenzotriazol-1-yl)-N,N,N′,N-tetramethyluronium hexafluorophosphate, ON1N=NC2=C1C=CC=C2 (1-hydroxybenzotriazole). Solvent: C(Cl)Cl (CH2Cl2). Run at time 15 minute. Yields the product O=C1N(C(C=C1)=O)CCCNC(C1=CC=C(C=C1)CC1(C#CCCCCC1)F)=O (N-[3-(2,5-Dioxo-2,5-dihydro-pyrrol-1-yl)-propyl]-4-(1-fluorocyclooct-2-ynylmethyl)benzamide). Yield: 65.0%. As a reaction SMILES: [F:1][C:2]1([CH2:10][C:11]2[CH:19]=[CH:18][C:14]([C:15]([OH:17])=O)=[CH:13][CH:12]=2)[CH2:9][CH2:8][CH2:7][CH2:6][CH2:5][C:4]#[C:3]1.FC(F)(F)C([O-])=O.[O:27]=[C:28]1[CH:32]=[CH:31][C:30](=[O:33])[N:29]1[CH2:34][CH2:35][CH2:36][NH3+:37].ON1C2C=CC=CC=2N=N1>C(Cl)Cl>[O:27]=[C:28]1[CH:32]=[CH:31][C:30](=[O:33])[N:29]1[CH2:34][CH2:35][CH2:36][NH:37][C:15](=[O:17])[C:14]1[CH:13]=[CH:12][C:11]([CH2:10][C:2]2([F:1])[CH2:9][CH2:8][CH2:7][CH2:6][CH2:5][C:4]#[C:3]2)=[CH:19][CH:18]=1 |f:1.2|. Reported procedure: TEA (0.508 mL, 3.65 mmol) was added to a solution of cyclooctyne 3b (0.200 g, 0.768 mmol), amine 13 (0.235 g, 0.875 mmol), O-(7-Azabenzotriazol-1-yl)-N,N,N′,N-tetramethyluronium hexafluorophosphate (HATU, 0.305 g, 0.802 mmol), and 1-hydroxybenzotriazole (HOBT, 0.123 g, 0.802 mmol) in CH2Cl2 (3 mL) at rt. The reaction was stirred for 15 min at rt, quenched with H2O (10 mL), and diluted with CH2Cl2 (50 mL). The organic layer was washed with 1 N HC, (3×50 mL), saturated NaHCO3 (3×50 mL), and brine ... Starting materials: NC=1SC2=C(N1)C=CC(=C2)OCC (2-Amino-6-ethoxybenzothiazole), COCC(=O)Cl (methoxyacetyl chloride). Solvent: N1=CC=CC=C1 (pyridine). Run at time 2 hour. The product is C(C)OC1=CC2=C(N=C(S2)NC(COC)=O)C=C1 (6-ethoxy-2-(methoxyacetylamino)benzothiazole). RXN SMILES: [NH2:1][C:2]1[S:3][C:4]2[CH:10]=[C:9]([O:11][CH2:12][CH3:13])[CH:8]=[CH:7][C:5]=2[N:6]=1.[CH3:14][O:15][CH2:16][C:17](Cl)=[O:18]>N1C=CC=CC=1>[CH2:12]([O:11][C:9]1[CH:8]=[CH:7][C:5]2[N:6]=[C:2]([NH:1][C:17](=[O:18])[CH2:16][O:15][CH3:14])[S:3][C:4]=2[CH:10]=1)[CH3:13]. Reported procedure: 2-Amino-6-ethoxybenzothiazole (5.8 g) is dissolved in pyridine (100 ml) and thereto is added dropwise methoxyacetyl chloride (3.0 ml) at room temperature. After the mixture is stirred at room temperature for 2 hours, the solvent is distilled off. The resulting solids are washed with water, then with diethyl ether, dried and recrystallized from ethanol to give the title compound (5.1 g) having the following physical properties. The reactants are O (Water), S1C(=CC=C1)CN (thiophen-2-ylmethanamine), C(C)(=O)OC(C)=O (acetic anhydride). Reagents/catalysts: CN(C)C=1C=CN=CC1 (DMAP). The solvent is C(Cl)Cl (DCM). Reaction conditions: time 2 hour. Product: S1C(=CC=C1)CNC(C)=O (N-(thiophen-2-ylmethyl)acetamide). Yield: 90.6%. RXN SMILES: [S:1]1[CH:5]=[CH:4][CH:3]=[C:2]1[CH2:6][NH2:7].[C:8](OC(=O)C)(=[O:10])[CH3:9].O>CN(C1C=CN=CC=1)C.C(Cl)Cl>[S:1]1[CH:5]=[CH:4][CH:3]=[C:2]1[CH2:6][NH:7][C:8](=[O:10])[CH3:9]. Procedure details: A mixture of thiophen-2-ylmethanamine (600 mg, 5.30 mmol), DMAP (130 mg, 1.06 mmol, 0.2 equiv) and acetic anhydride (648 mg, 6.36 mmol, 1.2 equiv) in DCM (20 mL) was stirred at room temperature for 2 h. Water was added and the reaction was extracted with EA. The combined organic layers were dried (Na2SO4), filtered. The filtrate was concentrated to afford the compound N-(thiophen-2-ylmethyl)acetamide (745 mg, 91%). LC-MS (m/z)=156 [M+H]+. Starting materials: C(=O)(N1C=NC=C1)N1C=NC=C1 (carbonyldiimidazole), NC=1C=NC=CC1 (3-aminopyridine), C(\C=C\C1=CC=CC=C1)N ((E)-cinnamylamine). The solvent is O1CCCC1 (tetrahydrofuran), O1CCCC1 (tetrahydrofuran). The product is C(\C=C\C1=CC=CC=C1)NC(=O)NC=1C=NC=CC1 ((E)-N-cinnamyl-N'-(3-pyridyl) urea). Yield: 233.3%. As a reaction SMILES: [C:1]([N:8]1[CH:12]=[CH:11]N=C1)([N:3]1[CH:7]=[CH:6][N:5]=[CH:4]1)=[O:2].N[C:14]1C=NC=C[CH:19]=1.C(N)/C=[CH:22]/[C:23]1[CH:28]=[CH:27][CH:26]=[CH:25][CH:24]=1>O1CCCC1>[CH2:12]([NH:8][C:1]([NH:3][C:7]1[CH:6]=[N:5][CH:4]=[CH:14][CH:19]=1)=[O:2])/[CH:11]=[CH:22]/[C:23]1[CH:28]=[CH:27][CH:26]=[CH:25][CH:24]=1. Procedure details: To 50 ml of a tetrahydrofuran solution containing 16.2 g of carbonyldiimidazole, a solution of 9.4 g of 3-aminopyridine dissolved in 50 ml of tetrahydrofuran was added dropwise under ice-cooling over 5 minutes. After stirring under ice-cooling for 30 minutes and at room temperature for 1 hour, the mixture was again ice-cooled, and 1.33 g of (E)-cinnamylamine was added, followed by stirring at room temperature for 18 hours. After distilling the solvent off, the residue was dissolved in ethyl acet... Starting materials: CNC=1SC=C(N1)C(=O)OCC (2-(N-methylamino)-4-(ethoxycarbonyl)-1,3-thiazole), CN(CCN)C (N,N-dimethylethylenediamine), C(C)(C)O (isopropyl alcohol). Conditions: temperature 100 celsius, time 6 hour. Yields the product CNC=1SC=C(N1)C(=O)NCCN(C)C (2-(N-Methylamino)-4-[(2-dimethylaminoethyl)aminocarbonyl]-1,3-thiazole). Isolated yield 54.8%. RXN SMILES: [CH3:1][NH:2][C:3]1[S:4][CH:5]=[C:6]([C:8]([O:10]CC)=O)[N:7]=1.C(O)(C)C.[CH3:17][N:18]([CH3:22])[CH2:19][CH2:20][NH2:21]>>[CH3:1][NH:2][C:3]1[S:4][CH:5]=[C:6]([C:8]([NH:21][CH2:20][CH2:19][N:18]([CH3:22])[CH3:17])=[O:10])[N:7]=1. Reported procedure: In 3.5 g of N,N-dimethylethylenediamine, 2.5 g of 2-(N-methylamino)-4-(ethoxycarbonyl)-1,3-thiazole was dissolved, followed by stirring at 100° C. for 6 hours. The reaction mixture was poured into isopropyl alcohol and the crystals so precipitated were collected by filtration, whereby 1.68 g of the title compound was obtained. Yield: 51.5%. Starting materials: FC1=CC=CC(=N1)C1=NN(C2=CN=C(C=C21)C=2C=NC=C(C2)F)C2OCCCC2 (3-(6-fluoropyridin-2-yl)-5-(5-fluoropyridin-3-yl)-1-(tetrahydro-2H-pyran-2-yl)-1H-pyrazolo[3,4-c]pyridine), N1C[C@H](CCC1)NC(OC(C)(C)C)=O ((S)-tert-butyl piperidin-3-ylcarbamate), CS(=O)C (Dimethyl sulfoxide). The product is FC=1C=C(C=NC1)C=1C=C2C(=CN1)N(N=C2C2=CC=CC(=N2)N2C[C@H](CCC2)NC(OC(C)(C)C)=O)C2OCCCC2 (tert-butyl (3S)-1-(6-(5-(5-fluoropyridin-3-yl)-1-(tetrahydro-2H-pyran-2-yl)-1H-pyrazolo[3,4-c]pyridin-3-yl)pyridin-2-yl)piperidin-3-ylcarbamate). Reported procedure: A solution containing 3-(6-fluoropyridin-2-yl)-5-(5-fluoropyridin-3-yl)-1-(tetrahydro-2H-pyran-2-yl)-1H-pyrazolo[3,4-c]pyridine (0.055 g, 0.14 mmol) and (S)-tert-butyl piperidin-3-ylcarbamate (0.196 g, 0.979 mmol) in Dimethyl sulfoxide (0.840 mL, 11.8 mmol) was heated at 95° C. for 18 h. The reaction was quenched with water and then extracted with EtOAc 2×. The combined organic layer was dried with Na2SO4, filtered and concentrated. The crude product was dried under high vacuum overnight to give... Conditions: temperature 95 celsius. Reaction SMILES: F[C:2]1[N:7]=[C:6]([C:8]2[C:16]3[C:11](=[CH:12][N:13]=[C:14]([C:17]4[CH:18]=[N:19][CH:20]=[C:21]([F:23])[CH:22]=4)[CH:15]=3)[N:10]([CH:24]3[CH2:29][CH2:28][CH2:27][CH2:26][O:25]3)[N:9]=2)[CH:5]=[CH:4][CH:3]=1.[NH:30]1[CH2:35][CH2:34][CH2:33][C@H:32]([NH:36][C:37](=[O:43])[O:38][C:39]([CH3:42])([CH3:41])[CH3:40])[CH2:31]1.CS(C)=O>>[F:23][C:21]1[CH:22]=[C:17]([C:14]2[CH:15]=[C:16]3[C:8]([C:6]4[N:7]=[C:2]([N:30]5[CH2:35][CH2:34][CH2:33][C@H:32]([NH:36][C:37](=[O:43])[O:38][C:39]([CH3:41])([CH3:40])[CH3:42])[CH2:31]5)[CH:3]=[CH:4][CH:5]=4)=[N:9][N:10]([CH:24]4[CH2:29][CH2:28][CH2:27][CH2:26][O:25]4)[C:11]3=[CH:12][N:13]=2)[CH:18]=[N:19][CH:20]=1. The reactants are ClC=1C=C(C=CC1OCC1=CC(=CC=C1)F)NC=1C2=C(N=CN1)SC1=C2C=CC(=C1)/C=C/C(=O)OC (methyl (2E)-3-[4-({3-chloro-4-[(3-fluorobenzyl)oxy]phenyl}amino)[1]benzothieno[2,3-d]pyrimidin-7-yl]acrylate), [H-].C(C(C)C)[Al+]CC(C)C (diisobutylaluminum hydride), [C@@H]([C@H](C(=O)[O-])O)(C(=O)[O-])O.[Na+].[K+] (Rochelle's salt), CCOC(=O)C (EtOAc). The solvent is C1CCOC1 (THF), C1CCOC1 (THF). The product is ClC=1C=C(C=CC1OCC1=CC(=CC=C1)F)NC=1C2=C(N=CN1)SC1=C2C=CC(=C1)/C=C/CO ((2E)-3-[4-({3-chloro-4-[(3-fluorobenzyl)oxy]phenyl}amino)[1]benzothieno[2,3-d]pyrimidin-7-yl]prop-2-en-1-ol). The yield is 67.0%. Reaction SMILES: [Cl:1][C:2]1[CH:3]=[C:4]([NH:17][C:18]2[C:19]3[C:26]4[CH:27]=[CH:28][C:29](/[CH:31]=[CH:32]/[C:33](OC)=[O:34])=[CH:30][C:25]=4[S:24][C:20]=3[N:21]=[CH:22][N:23]=2)[CH:5]=[CH:6][C:7]=1[O:8][CH2:9][C:10]1[CH:15]=[CH:14][CH:13]=[C:12]([F:16])[CH:11]=1.[H-].C([Al+]CC(C)C)C(C)C.[C@H](O)(C([O-])=O)[C@@H](O)C([O-])=O.[Na+].[K+].CCOC(C)=O>C1COCC1>[Cl:1][C:2]1[CH:3]=[C:4]([NH:17][C:18]2[C:19]3[C:26]4[CH:27]=[CH:28][C:29](/[CH:31]=[CH:32]/[CH2:33][OH:34])=[CH:30][C:25]=4[S:24][C:20]=3[N:21]=[CH:22][N:23]=2)[CH:5]=[CH:6][C:7]=1[O:8][CH2:9][C:10]1[CH:15]=[CH:14][CH:13]=[C:12]([F:16])[CH:11]=1 |f:1.2,3.4.5|. Procedure: To a stirring and cold (0° C.) solution of methyl (2E)-3-[4-({3-chloro-4-[(3-fluorobenzyl)oxy]phenyl}amino)[1]benzothieno[2,3-d]pyrimidin-7-yl]acrylate (400 mg, 0.77 mmol, 1 equiv) in THF (10 mL) was added diisobutylaluminum hydride in THF (1M, 3 mL, 3 mmol, 4 equiv). The resulting mixture was stirred at rt for 20 hn and it was then poured into the aq Rochelle's salt solution and EtOAc. This was filtered a pad of Celite®. The layers were separated and the aqueous layer was extracted with EtOAc. ... Reactants: C(C)(C)(C)OC1=NC=CN=C1CN1CCC(CC1)(C)COC1=C(C=CC=C1)Cl (2-tert-butoxy-3-[4-(2-chlorophenoxymethyl)-4-methylpiperidino]methyl-pyrazine), C([O-])([O-])=O.[Na+].[Na+] (sodium carbonate). Solvent: C(C)(=O)OCC (ethyl acetate), C(C)(=O)OCC (ethyl acetate), Cl.C(C)(=O)OCC (hydrogen chloride ethyl acetate). Run at time 1 hour. Product: ClC1=C(OCC2(CCN(CC2)CC=2C(NC=CN2)=O)C)C=CC=C1 (3-[4-(2-Chlorophenoxymethyl)-4-methylpiperidino]methyl-1H-pyrazin-2-one). Yield: 51.0%. RXN SMILES: C([O:5][C:6]1[C:11]([CH2:12][N:13]2[CH2:18][CH2:17][C:16]([CH2:20][O:21][C:22]3[CH:27]=[CH:26][CH:25]=[CH:24][C:23]=3[Cl:28])([CH3:19])[CH2:15][CH2:14]2)=[N:10][CH:9]=[CH:8][N:7]=1)(C)(C)C.C(=O)([O-])[O-].[Na+].[Na+]>C(OCC)(=O)C.Cl.C(OCC)(=O)C>[Cl:28][C:23]1[CH:24]=[CH:25][CH:26]=[CH:27][C:22]=1[O:21][CH2:20][C:16]1([CH3:19])[CH2:17][CH2:18][N:13]([CH2:12][C:11]2[C:6](=[O:5])[NH:7][CH:8]=[CH:9][N:10]=2)[CH2:14][CH2:15]1 |f:1.2.3,5.6|. Procedure: After dissolving 237 mg of 2-tert-butoxy-3-[4-(2-chlorophenoxymethyl)-4-methylpiperidino]methyl-pyrazine in 3 ml of ethyl acetate, 3 ml of 4N hydrogen chloride/ethyl acetate was added while stirring on ice. After 1 hour, aqueous sodium carbonate solution was added to the reaction solution and extraction was performed with ethyl acetate. The organic layer was washed with water and saturated brine and dried over anhydrous magnesium sulfate, and then the solvent was distilled off under reduced pres...